This data is from the Open Reaction Database (ORD), a public repository of structured organic reaction records. The task is: describe an organic reaction: reactants, conditions, products, and yield Reactants: CCOC(=O)C1CSC23C=CC=CC2=NCCC13, Clc1ccc2sccc2c1. Product: CCOC(=O)C1CSC23C=CC=CC2N(Cl)CCC13. Reaction SMILES: [CH2:1]([CH3:2])[O:3][C:4](=[O:5])[CH:6]1[CH2:7][S:8][C:9]23[C:10](=[N:11][CH2:12][CH2:13][CH:14]12)[CH:15]=[CH:16][CH:17]=[CH:18]3.[Cl:19][c:20]1[cH:21][cH:22][c:23]2[s:24][cH:25][cH:26][c:27]2[cH:28]1>>[CH2:1]([CH3:2])[O:3][C:4](=[O:5])[CH:6]1[CH2:7][S:8][C:9]23[CH:10]([N:11]([Cl:19])[CH2:12][CH2:13][CH:14]12)[CH:15]=[CH:16][CH:17]=[CH:18]3. Starting materials: C(C)(C)C1=C(N)C(=CC(=C1)Br)C(C)C (2,6-diisopropyl-4-bromoaniline), [OH-].[K+] (potassium hydroxide), C1(=CC=CC=C1)O (phenol). The reagents and catalysts are [Cu](Cl)Cl (copper chloride). Run in C=1(C(=CC=CC1)C)C (xylene). Yields the product C(C)(C)C1=C(N)C(=CC(=C1)OC1=CC=CC=C1)C(C)C (2,6-diisopropyl-4-phenoxyaniline). RXN SMILES: [C:1]1([OH:7])[CH:6]=[CH:5][CH:4]=[CH:3][CH:2]=1.[OH-].[K+].[CH:10]([C:13]1[CH:19]=[C:18](Br)[CH:17]=[C:16]([CH:21]([CH3:23])[CH3:22])[C:14]=1[NH2:15])([CH3:12])[CH3:11]>C1(C)C(C)=CC=CC=1.[Cu](Cl)Cl>[CH:10]([C:13]1[CH:19]=[C:18]([O:7][C:1]2[CH:6]=[CH:5][CH:4]=[CH:3][CH:2]=2)[CH:17]=[C:16]([CH:21]([CH3:23])[CH3:22])[C:14]=1[NH2:15])([CH3:12])[CH3:11] |f:1.2|. Procedure details: 48.9 g of phenol are dissolved in 500 ml of xylene, and to this solution are added 30.2 g of pulverised potassium hydroxide in an atmosphere of nitrogen. The reaction mixture is stirred and heated to boiling point, while continuously distilling off the water that is formed. After addition of 0.6 g of copper chloride and 100 g of 2,6-diisopropyl-4-bromoaniline, the mixture is stirred for 8 hours at 150°-155° C., then cooled, and filtered with suction. The filtrate is washed with 15% sodium hydrox... The reactants are C1CCOC1, CCn1cc(C(=O)OC)c2ccccc21, Cl, [Na+], [OH-]. Yields the product CCn1cc(C(=O)O)c2ccccc21. As a reaction SMILES: [CH2:19]1[O:20][CH2:21][CH2:22][CH2:23]1.[CH2:4]([CH3:5])[n:6]1[cH:7][c:8]([C:15](=[O:16])[O:17][CH3:18])[c:9]2[cH:10][cH:11][cH:12][cH:13][c:14]12.[ClH:3].[Na+:2].[OH-:1]>>[CH2:4]([CH3:5])[n:6]1[cH:7][c:8]([C:15](=[O:16])[OH:17])[c:9]2[cH:10][cH:11][cH:12][cH:13][c:14]12. Reactants: FC1=C(C=C(C=C1)N)[N+](=O)[O-] (4-Fluoro-3-nitro-phenylamine), COC=1C=C(C(=O)Cl)C=CC1 (3-methoxybenzoyl chloride), S1C(=CC=C1)C(=O)Cl (thiophene-2-carbonyl chloride). The product is FC1=C(C=C(C=C1)NC(C1=CC(=CC=C1)OC)=O)[N+](=O)[O-] (N-(4-Fluoro-3-nitro-phenyl)-3-methoxy-benzamide). Reaction SMILES: [F:1][C:2]1[CH:7]=[CH:6][C:5]([NH2:8])=[CH:4][C:3]=1[N+:9]([O-:11])=[O:10].[CH3:12][O:13][C:14]1[CH:15]=[C:16]([CH:20]=[CH:21][CH:22]=1)[C:17](Cl)=[O:18].S1C=CC=C1C(Cl)=O>>[F:1][C:2]1[CH:7]=[CH:6][C:5]([NH:8][C:17](=[O:18])[C:16]2[CH:20]=[CH:21][CH:22]=[C:14]([O:13][CH3:12])[CH:15]=2)=[CH:4][C:3]=1[N+:9]([O-:11])=[O:10]. Procedure: 4-Fluoro-3-nitro-phenylamine was reacted with 3-methoxybenzoyl chloride according to the procedure of Example 256a substituting 3-methoxybenzoyl chloride for thiophene-2-carbonyl chloride to provide N-(4-Fluoro-3-nitro-phenyl)-3-methoxy-benzamide which was then reacted according to the procedures of Examples 256b and 256c to provide the title product. The product is N#Cc1cnc2cc(-c3ccc(C=O)cc3)sc2c1Cl. Starting materials: O=C([O-])O, COCCOC, O=Cc1ccc(B(O)O)cc1, N#Cc1cnc2cc(I)sc2c1Cl, [Na+], c1ccc(P(c2ccccc2)(c2ccccc2)[Pd](P(c2ccccc2)(c2ccccc2)c2ccccc2)(P(c2ccccc2)(c2ccccc2)c2ccccc2)P(c2ccccc2)(c2ccccc2)c2ccccc2)cc1. RXN SMILES: [C:31](=[O:32])([OH:33])[O-:34].[CH3:25][O:26][CH2:27][CH2:28][O:29][CH3:30].[CH:14](=[O:15])[c:16]1[cH:17][cH:18][c:19]([B:22]([OH:23])[OH:24])[cH:20][cH:21]1.[Cl:1][c:2]1[c:3]2[c:4]([n:5][cH:6][c:7]1[C:8]#[N:9])[cH:10][c:11]([I:13])[s:12]2.[Na+:35].[cH:36]1[cH:37][cH:38][c:39]([P:40]([Pd:41]([P:42]([c:43]2[cH:44][cH:45][cH:46][cH:47][cH:48]2)([c:49]2[cH:50][cH:51][cH:52][cH:53][cH:54]2)[c:55]2[cH:56][cH:57][cH:58][cH:59][cH:60]2)([P:61]([c:62]2[cH:63][cH:64][cH:65][cH:66][cH:67]2)([c:68]2[cH:69][cH:70][cH:71][cH:72][cH:73]2)[c:74]2[cH:75][cH:76][cH:77][cH:78][cH:79]2)[P:80]([c:81]2[cH:82][cH:83][cH:84][cH:85][cH:86]2)([c:87]2[cH:88][cH:89][cH:90][cH:91][cH:92]2)[c:93]2[cH:94][cH:95][cH:96][cH:97][cH:98]2)([c:99]2[cH:100][cH:101][cH:102][cH:103][cH:104]2)[c:105]2[cH:106][cH:107][cH:108][cH:109][cH:110]2)[cH:111][cH:112]1>>[Cl:1][c:2]1[c:3]2[c:4]([n:5][cH:6][c:7]1[C:8]#[N:9])[cH:10][c:11](-[c:19]1[cH:18][cH:17][c:16]([CH:14]=[O:15])[cH:21][cH:20]1)[s:12]2. Conditions: temperature 32.5 celsius, time 3 hour. Run in CS(=O)C (DMSO). The product is FC=1C=C(C=C(C1)F)C1=NC(=NC(=C1)C)C#N (4-(3,5-Difluoro-phenyl)-6-methyl-pyrimidine-2-carbonitrile). Procedure: To a solution and 13 mg of 1,4-Diazabicyclo[2.2.2]octane (DABCO) in 5 ml of DMSO and 60 mg (1.22 mmol) of sodium cyanide were added 280 mg (1.16 mmol) of 2-Chloro-4-(3,5-difluoro-phenyl)-6-methyl-pyrimidine. After stirring for 3 h at 30-35° C., the mixture was worked according to standard procedures to yield the title compound (142 mg, 53%) as a light yellow crystalline solid, negative-ion MS (ISP): m/e=230.4 [M−H]−. The reactants are N12CCN(CC1)CC2 (1,4-Diazabicyclo[2.2.2]octane), [C-]#N.[Na+] (sodium cyanide), ClC1=NC(=CC(=N1)C1=CC(=CC(=C1)F)F)C (2-Chloro-4-(3,5-difluoro-phenyl)-6-methyl-pyrimidine). Isolated yield 530.0%. RXN SMILES: [N:1]12[CH2:8][CH2:7][N:4]([CH2:5][CH2:6]1)CC2.[C-]#N.[Na+].ClC1[N:18]=[C:17]([C:19]2[CH:24]=[C:23]([F:25])[CH:22]=[C:21]([F:26])[CH:20]=2)[CH:16]=C(C)N=1>CS(C)=O>[F:25][C:23]1[CH:24]=[C:19]([C:17]2[CH:16]=[C:6]([CH3:5])[N:1]=[C:8]([C:7]#[N:4])[N:18]=2)[CH:20]=[C:21]([F:26])[CH:22]=1 |f:1.2|. The reactants are [N+](=O)([O-])C1=CC=C(C=C1)O (4-Nitrophenol), C(C)(=O)OCC (ethyl acetate), ClC(C(=O)OC)(F)F (methyl chlorodifluoroacetate), C([O-])([O-])=O.[K+].[K+] (potassium carbonate). The solvent is CN(C)C=O (DMF). Reaction conditions: time 0.5 hour. Product: FC(OC1=CC=C(C=C1)[N+](=O)[O-])F (4-difluoromethoxynitrobenzene). The yield is 63.5%. RXN SMILES: [N+:1]([C:4]1[CH:9]=[CH:8][C:7]([OH:10])=[CH:6][CH:5]=1)([O-:3])=[O:2].Cl[C:12]([F:18])([F:17])C(OC)=O.C(=O)([O-])[O-].[K+].[K+].C(OCC)(=O)C>CN(C=O)C>[F:17][CH:12]([F:18])[O:10][C:7]1[CH:8]=[CH:9][C:4]([N+:1]([O-:3])=[O:2])=[CH:5][CH:6]=1 |f:2.3.4|. Procedure details: 4-Nitrophenol (0.14 g, 1.0 mmol, Aldrich), methyl chlorodifluoroacetate (0.29 g, 2.0 mmol, Aldrich) and potassium carbonate (0.29 g, 2.1 mmol) were combined in dry DMF (0.5 mL) under an argon atmosphere. After stirring at 95°-100° C. for 0.5 h, the mixture was cooled to RT, ethyl acetate (20 mL) was added and the organic layer was washed three times with 10% NaOH. The organic extract was dried (MgSO4), filtered and evaporated. The residue was purified by flash chromatography (silica gel, 20% eth... The reactants are CN(C)C=O, Cc1ccc(S)cc1, FC(F)(F)CCl, [H-], [Na+], O. Product: Cc1ccc(SCC(F)(F)F)cc1. Reaction SMILES: [CH3:18][N:19]([CH3:20])[CH:21]=[O:22].[CH3:1][c:2]1[cH:3][cH:4][c:5]([SH:8])[cH:6][cH:7]1.[Cl:11][CH2:12][C:13]([F:14])([F:15])[F:16].[H-:9].[Na+:10].[OH2:17]>>[CH3:1][c:2]1[cH:3][cH:4][c:5]([S:8][CH2:12][C:13]([F:14])([F:15])[F:16])[cH:6][cH:7]1. The reactants are O=C1CCC(=O)N1Cl, ClC(Cl)(Cl)Cl, CCOC(=O)c1cc2ccccc2[nH]1. Yields the product CCOC(=O)c1[nH]c2ccccc2c1Cl. As a reaction SMILES: [Cl:15][N:16]1[C:17](=[O:18])[CH2:19][CH2:20][C:21]1=[O:22].[Cl:23][C:24]([Cl:25])([Cl:26])[Cl:27].[nH:1]1[c:2]([C:10](=[O:11])[O:12][CH2:13][CH3:14])[cH:3][c:4]2[cH:5][cH:6][cH:7][cH:8][c:9]12>>[nH:1]1[c:2]([C:10](=[O:11])[O:12][CH2:13][CH3:14])[c:3]([Cl:15])[c:4]2[cH:5][cH:6][cH:7][cH:8][c:9]12. Starting materials: N1=CC(=CC=C1)CC1=CC=C(C=O)C=C1 (4-(3-pyridylmethyl)benzaldehyde), COC(=O)C=P(C1=CC=CC=C1)(C1=CC=CC=C1)C1=CC=CC=C1 (methoxycarbonylmethylenetriphenylphosphorane). Run in C(Cl)(Cl)Cl (chloroform). Reaction conditions: time 3 day. Yields the product COC(\C=C\C1=CC=C(C=C1)CC=1C=NC=CC1)=O ((E)-3-[4-(3-Pyridylmethyl)phenyl]acrylic acid methyl ester). The yield is 45.3%. Reaction SMILES: [N:1]1[CH:6]=[CH:5][CH:4]=[C:3]([CH2:7][C:8]2[CH:15]=[CH:14][C:11]([CH:12]=O)=[CH:10][CH:9]=2)[CH:2]=1.[CH3:16][O:17][C:18]([CH:20]=P(C1C=CC=CC=1)(C1C=CC=CC=1)C1C=CC=CC=1)=[O:19]>C(Cl)(Cl)Cl>[CH3:16][O:17][C:18](=[O:19])/[CH:20]=[CH:12]/[C:11]1[CH:14]=[CH:15][C:8]([CH2:7][C:3]2[CH:2]=[N:1][CH:6]=[CH:5][CH:4]=2)=[CH:9][CH:10]=1. Procedure details: A mixture of 200 mg of 4-(3-pyridylmethyl)benzaldehyde (prepared as described in Reference Example 1), 0.14 g of methoxycarbonylmethylenetriphenylphosphorane and 5 ml of chloroform was stirred at room temperature for 3 days, and concentrated under reduced pressure. The residue was purified by column chromatography on silica gel using methylene chloride as eluent to give 48 mg of the title compound having the following physical characteristics: